This data is from the Open Reaction Database (ORD), a public repository of structured organic reaction records. The task is: describe an organic reaction: reactants, conditions, products, and yield Conditions: temperature 120 celsius. Reagents/catalysts: C=1C=CC(=CC1)/C=C/C(=O)/C=C/C2=CC=CC=C2.C=1C=CC(=CC1)/C=C/C(=O)/C=C/C2=CC=CC=C2.C=1C=CC(=CC1)/C=C/C(=O)/C=C/C2=CC=CC=C2.[Pd].[Pd] (Pd2(dba)3). Product: CC1=CC=C(N=N1)N1N=C2C(CN(CC2)C(=O)OC(C)(C)C)=C1 (tert-butyl 2-(6-methylpyridazin-3-yl)-2,4,6,7-tetrahydro-5H-pyrazolo[4,3-c]pyridine-5-carboxylate). Run in C1(=CC=CC=C1)C (toluene). Starting materials: N1N=CC=2CN(CCC21)C(=O)OC(C)(C)C (tert-butyl 1,4,6,7-tetrahydro-5H-pyrazolo[4,3-c]pyridine-5-carboxylate), ClC=1N=NC(=CC1)C (3-chloro-6-methylpyridazine), CC(C)C1=CC(=C(C(=C1)C(C)C)C2=CC=CC=C2P(C(C)(C)C)C(C)(C)C)C(C)C (tBuXPhos), CC(C)(C)[O-].[Na+] (tBuONa). As a reaction SMILES: [NH:1]1[C:9]2[CH2:8][CH2:7][N:6]([C:10]([O:12][C:13]([CH3:16])([CH3:15])[CH3:14])=[O:11])[CH2:5][C:4]=2[CH:3]=[N:2]1.Cl[C:18]1[N:19]=[N:20][C:21]([CH3:24])=[CH:22][CH:23]=1.CC(C1C=C(C(C)C)C(C2C(P(C(C)(C)C)C(C)(C)C)=CC=CC=2)=C(C(C)C)C=1)C.CC([O-])(C)C.[Na+]>C1(C)C=CC=CC=1.C1C=CC(/C=C/C(/C=C/C2C=CC=CC=2)=O)=CC=1.C1C=CC(/C=C/C(/C=C/C2C=CC=CC=2)=O)=CC=1.C1C=CC(/C=C/C(/C=C/C2C=CC=CC=2)=O)=CC=1.[Pd].[Pd]>[CH3:24][C:21]1[N:20]=[N:19][C:18]([N:2]2[CH:3]=[C:4]3[CH2:5][N:6]([C:10]([O:12][C:13]([CH3:16])([CH3:15])[CH3:14])=[O:11])[CH2:7][CH2:8][C:9]3=[N:1]2)=[CH:23][CH:22]=1 |f:3.4,6.7.8.9.10|. Procedure details: A mixture of tert-butyl 1,4,6,7-tetrahydro-5H-pyrazolo[4,3-c]pyridine-5-carboxylate (3.72 g, 16.67 mmol), 3-chloro-6-methylpyridazine (3.2 g, 24.92 mmol), Pd2(dba)3 (760 mg, 0.83 mmol), tBuXPhos (705 mg, 1.66 mmol) and tBuONa (1.99 g, 20.77 mmol) in toluene (90 mL) is degassed by argon and heated at 120° C. in a sealed tube overnight. EtOAc (200 mL) and water (250 mL) are added and the layers are separated. The organic layer is washed with water (200 mL) and then brine (200 mL), dried and evapor... Starting materials: C1(CCCC1)CS(=O)(=O)[O-].[Na+] (sodium cyclopentylmethanesulfonate), S(=O)(Cl)Cl (thionyl chloride). Product: C1(CCCC1)CS(=O)(=O)Cl (cyclopentylmethanesulfonyl chloride). Reaction SMILES: [CH:1]1([CH2:6][S:7]([O-:10])(=O)=[O:8])[CH2:5][CH2:4][CH2:3][CH2:2]1.[Na+].S(Cl)([Cl:14])=O>>[CH:1]1([CH2:6][S:7]([Cl:14])(=[O:10])=[O:8])[CH2:5][CH2:4][CH2:3][CH2:2]1 |f:0.1|. Procedure: The subtitle compound was prepared by the method of Preparation 58 from sodium cyclopentylmethanesulfonate [Preparation 64] and thionyl chloride, to afford cyclopentylmethanesulfonyl chloride as a solid. Starting materials: BrC(Br)(Br)Br, O=C([O-])O, ClCCl, CCCCCC1(C=O)CC2=C(C1)C(C)(C)CCC2(C)C, [Na+], c1ccc(P(c2ccccc2)c2ccccc2)cc1. Yields the product CCCCCC1(C=C(Br)Br)CC2=C(C1)C(C)(C)CCC2(C)C. As a reaction SMILES: [C:1]([Br:2])([Br:3])([Br:4])[Br:5].[C:45](=[O:46])([OH:47])[O-:48].[CH2:50]([Cl:51])[Cl:52].[CH3:25][C:26]1([CH3:44])[C:27]2=[C:31]([CH2:30][C:29]([CH:37]=[O:38])([CH2:39][CH2:40][CH2:41][CH2:42][CH3:43])[CH2:28]2)[C:32]([CH3:35])([CH3:36])[CH2:33][CH2:34]1.[Na+:49].[c:6]1([P:7]([c:8]2[cH:9][cH:10][cH:11][cH:12][cH:13]2)[c:14]2[cH:15][cH:16][cH:17][cH:18][cH:19]2)[cH:20][cH:21][cH:22][cH:23][cH:24]1>>[C:1]([Br:2])([Br:5])=[CH:37][C:29]1([CH2:39][CH2:40][CH2:41][CH2:42][CH3:43])[CH2:28][C:27]2=[C:31]([CH2:30]1)[C:32]([CH3:35])([CH3:36])[CH2:33][CH2:34][C:26]2([CH3:25])[CH3:44]. Starting materials: C(C)(C)(C)OC(C#C)=O (2-propynoic acid t-butylester), O=S1(CCC(=CC1)C1=C(C=C(C=C1)N1C(O[C@H](C1)CN=[N+]=[N-])=O)F)=O ((5R)-3-[4-(1,1-Dioxo-3,6-dihydro-2H-thiopyran-4-yl)-3-fluorophenyl]-5-(azidomethyl)oxazolidin-2-one), C(C)(=O)OCC (Ethyl acetate). The solvent is O1CCOCC1 (1,4-dioxane). The product is O=S1(CCC(=CC1)C1=C(C=C(C=C1)N1C(O[C@H](C1)CN1N=NC(=C1)C(=O)O)=O)F)=O ((5R)-3-[4-(1,1-Dioxo-3,6-dihydro-2H-thiopyran-4-yl)-3-fluorophenyl]-5-[(4-carboxy)-1,2,3-triazol-1-ylmethyl]oxazolidin-2-one). The yield is 40.2%. RXN SMILES: [O:1]=[S:2]1(=[O:25])[CH2:7][CH:6]=[C:5]([C:8]2[CH:13]=[CH:12][C:11]([N:14]3[CH2:18][C@H:17]([CH2:19][N:20]=[N+:21]=[N-:22])[O:16][C:15]3=[O:23])=[CH:10][C:9]=2[F:24])[CH2:4][CH2:3]1.C([O:30][C:31](=[O:34])[C:32]#[CH:33])(C)(C)C.C(OCC)(=O)C>O1CCOCC1>[O:25]=[S:2]1(=[O:1])[CH2:3][CH:4]=[C:5]([C:8]2[CH:13]=[CH:12][C:11]([N:14]3[CH2:18][C@H:17]([CH2:19][N:20]4[CH:33]=[C:32]([C:31]([OH:34])=[O:30])[N:22]=[N:21]4)[O:16][C:15]3=[O:23])=[CH:10][C:9]=2[F:24])[CH2:6][CH2:7]1. Procedure details: (5R)-3-[4-(1,1-Dioxo-3,6-dihydro-2H-thiopyran-4-yl)-3-fluorophenyl]-5-(azidomethyl)oxazolidin-2-one (6.9 g, 18.83 mmol) (Reference Example 2) was dissolved in dry 1,4-dioxane (15 ml), 2-propynoic acid t-butylester (4.75 g, 37.67 mmol) was added and the resulting mixture was refluxed for 12 hours under vigorous stirring. Ethyl acetate (30 ml) was added and the resulting precipitate was filtered, washed with ethyl acetate and dried as a white solid (5 g). This solid was suspended in dichloromethan... Starting materials: O (Water), COC=1C=C(C=CC1[N+](=O)[O-])P1(CCC(CC1)(C(=O)OCC)C(=O)OCC)=O (Diethyl 1-(3-methoxy-4-nitrophenyl)phosphinane-4,4-dicarboxylate 1-oxide), COC=1C=C(C=CC1[N+](=O)[O-])P1(CCC(CC1)(C(=O)OCC)C(=O)OCC)=O (Diethyl 1-(3-methoxy-4-nitrophenyl)phosphinane-4,4-dicarboxylate 1-oxide), [OH-].[Li+] (lithium hydroxide), Cl (HCl), O (water). The solvent is C1CCOC1 (THF), C1CCOC1 (THF). Conditions: temperature 75 celsius, time 4 hour. The product is COC=1C=C(C=CC1[N+](=O)[O-])P1(CCC(CC1)C(=O)O)=O (1-(3-methoxy-4-nitrophenyl)phosphinane-4-carboxylic acid 1-oxide). Isolated yield 11.7%. RXN SMILES: [CH3:1][O:2][C:3]1[CH:4]=[C:5]([P:12]2(=[O:28])[CH2:17][CH2:16][C:15](C(OCC)=O)([C:18]([O:20]CC)=[O:19])[CH2:14][CH2:13]2)[CH:6]=[CH:7][C:8]=1[N+:9]([O-:11])=[O:10].[OH-].[Li+].O.Cl>C1COCC1>[CH3:1][O:2][C:3]1[CH:4]=[C:5]([P:12]2(=[O:28])[CH2:13][CH2:14][CH:15]([C:18]([OH:20])=[O:19])[CH2:16][CH2:17]2)[CH:6]=[CH:7][C:8]=1[N+:9]([O-:11])=[O:10] |f:1.2|. Reported procedure: Diethyl 1-(3-methoxy-4-nitrophenyl)phosphinane-4,4-dicarboxylate 1-oxide (INTERMEDIATE 59) (4.5 g, 10.89 mmol) and lithium hydroxide (1.043 g, 43.55 mmol) were added to a 200-mL round bottomed flask. Water (30 mL) and THF (30 mL) were added to give a brown suspension. The mixture was heated to 75° C. and stirred at that temperature for 4 h. The reaction mixture was concentrated to give a solid residue. To the mixture was added HCl (aq., 4 N, 60 mL) to give a suspension and further diluted with T... Starting materials: COC(=O)OC, COC(=O)CCC1(C)SCCS1, [Cl-], Cl, [H-], [Na+], [Na+], C1CCOC1. The product is COC(=O)C(CC1(C)SCCS1)C(=O)OC. Reaction SMILES: [CH3:13][O:14][C:15](=[O:16])[O:17][CH3:18].[CH3:1][C:2]1([CH2:7][CH2:8][C:9](=[O:10])[O:11][CH3:12])[S:3][CH2:4][CH2:5][S:6]1.[Cl-:23].[ClH:21].[H-:19].[Na+:20].[Na+:22].[O:24]1[CH2:25][CH2:26][CH2:27][CH2:28]1>>[CH3:1][C:2]1([CH2:7][CH:8]([C:9](=[O:10])[O:11][CH3:12])[C:15]([O:14][CH3:13])=[O:16])[S:3][CH2:4][CH2:5][S:6]1. Starting materials: CO, CCn1ncc(Cl)c1-c1csc(C(=O)NC(Cc2ccccc2C(F)(F)F)CN2C(=O)c3ccccc3C2=O)c1. Yields the product CCn1ncc(Cl)c1-c1csc(C(=O)NC(CN)Cc2ccccc2C(F)(F)F)c1. As a reaction SMILES: [CH3:41][OH:42].[Cl:1][c:2]1[cH:3][n:4][n:5]([CH2:39][CH3:40])[c:6]1-[c:7]1[cH:8][c:9]([C:12](=[O:13])[NH:14][CH:15]([CH2:16][N:17]2[C:18](=[O:19])[c:20]3[c:21]([cH:22][cH:23][cH:24][cH:25]3)[C:26]2=[O:27])[CH2:28][c:29]2[c:30]([C:35]([F:36])([F:37])[F:38])[cH:31][cH:32][cH:33][cH:34]2)[s:10][cH:11]1>>[Cl:1][c:2]1[cH:3][n:4][n:5]([CH2:39][CH3:40])[c:6]1-[c:7]1[cH:8][c:9]([C:12](=[O:13])[NH:14][CH:15]([CH2:16][NH2:17])[CH2:28][c:29]2[c:30]([C:35]([F:36])([F:37])[F:38])[cH:31][cH:32][cH:33][cH:34]2)[s:10][cH:11]1.